describe an organic reaction: reactants, conditions, products, and yield From a dataset of the Open Reaction Database (ORD), a public repository of structured organic reaction records. Starting materials: CO[C@@H]1[C@H]([C@@H]([C@H](C(O1)CO)O)O)O (methyl glucoside), C(C)(=O)N[C@H]1[C@H](OC)O[C@@H]([C@H]([C@@H]1O)O)CO (Methyl 2-acetamido-2-deoxy-β-D-glucopyranoside), C(C)(C)(C)[Si](Cl)(C)C (t-butyldimethylchlorosilane). Solvent: CN(C)C=O (DMF), N1C=NC=C1 (imidazole). The product is C(C)(=O)N[C@H]1[C@H](OC)O[C@@H]([C@H]([C@@H]1O)O)CO[Si](C)(C)C(C)(C)C (Methyl 2-acetamido-2-deoxy-6-O-t-butyldimethylsilyl-β-D-glucopyranoside). RXN SMILES: CO[C@H]1OC(CO)[C@H](O)[C@@H](O)[C@@H]1O.[C:14]([NH:17][C@@H:18]1[C@@H:25]([OH:26])[C@H:24]([OH:27])[C@@H:23]([CH2:28][OH:29])[O:22][C@H:19]1[O:20][CH3:21])(=[O:16])[CH3:15].[C:30]([Si:34]([CH3:37])([CH3:36])Cl)([CH3:33])([CH3:32])[CH3:31]>CN(C=O)C.N1C=CN=C1>[C:14]([NH:17][C@@H:18]1[C@@H:25]([OH:26])[C@H:24]([OH:27])[C@@H:23]([CH2:28][O:29][Si:34]([C:30]([CH3:33])([CH3:32])[CH3:31])([CH3:37])[CH3:36])[O:22][C@H:19]1[O:20][CH3:21])(=[O:16])[CH3:15]. Procedure details: This compound was prepared from the corresponding methyl glucoside, Methyl 2-acetamido-2-deoxy-β-D-glucopyranoside (Carbohydrates, Ed. Collins, P. M., Chapman and Hall, New York, 1987, p. 414) by treatment with t-butyldimethylchlorosilane in DMF and imidazole. 1H NMR δ0.00 (2Xs, 6H), 0.80 (2Xs, 9H), 1.98 (s, br, 3H), 3.20-3.32 (m, 1H), 3.32-3.50 (s superimposed on m 5H), 3.59 (dd, J=12, 8, 1H), 3.76, 3.84 (ABX, JAB=18, 2H), 4.28 (d, J=8, 1H), 6.42 (d br J=4, 3H). Starting materials: C(C)(C)(C)OC(NCC1=CC(=C(C=C1)OCCN=[N+]=[N-])OC)=O ((4-(2-Azido-ethoxy)-3-methoxy-benzyl]-carbamic Acid t-Butyl Ester), FC(C(=O)O)(F)F (trifluoroacetic acid). Solvent: C(Cl)Cl (CH2Cl2). Run at temperature 100 celsius. Yields the product FC(C(=O)O)(F)F.N(=[N+]=[N-])CCOC1=C(C=C(CN)C=C1)OC (4-(2-Azidoethoxy)-3-methoxy-benzylamine Trifluoroacetate). Yield: 100.0%. RXN SMILES: C(OC(=O)[NH:7][CH2:8][C:9]1[CH:14]=[CH:13][C:12]([O:15][CH2:16][CH2:17][N:18]=[N+:19]=[N-:20])=[C:11]([O:21][CH3:22])[CH:10]=1)(C)(C)C.[F:24][C:25]([F:30])([F:29])[C:26]([OH:28])=[O:27]>C(Cl)Cl>[F:24][C:25]([F:30])([F:29])[C:26]([OH:28])=[O:27].[N:18]([CH2:17][CH2:16][O:15][C:12]1[CH:13]=[CH:14][C:9]([CH2:8][NH2:7])=[CH:10][C:11]=1[O:21][CH3:22])=[N+:19]=[N-:20] |f:3.4|. Procedure details: A solution of 32 (0.103 g, 0.32 mmol) in CH2Cl2 (1 mL) was treated with trifluoroacetic acid and heated at 100° C. for 1 hr. The reaction mixture was concentrated in vacuo. The residue was diluted with toluene and concentrated in vacuo several times to give 33 as brown solid (0.115 g, 100%). Reactants: C1=CC=CC2=C1C1=C(SC3=C(NC1=O)C=CC=C3)S2 ([1]benzothieno[2,3-b][1,5]benzothiazepin-12(11H)-one), CN1CCNCC1 (1-methylpiperazine), P(=O)(Cl)(Cl)Cl (phosphorus oxychloride), CN(C1=CC=CC=C1)C (N,N-dimethylaniline). The product is CN1CCN(CC1)C=1C2=C(SC3=C(N1)C=CC=C3)SC3=C2C=CC=C3 (12-(4-methylpiperazin-1-yl)-[1]benzothieno[2,3-b][1,5]benzothiazepine). As a reaction SMILES: [CH:1]1[C:6]2[C:7]3[C:13](=O)[NH:12][C:11]4[CH:15]=[CH:16][CH:17]=[CH:18][C:10]=4[S:9][C:8]=3[S:19][C:5]=2[CH:4]=[CH:3][CH:2]=1.P(Cl)(Cl)(Cl)=O.CN(C)C1C=CC=CC=1.[CH3:34][N:35]1[CH2:40][CH2:39][NH:38][CH2:37][CH2:36]1>>[CH3:34][N:35]1[CH2:40][CH2:39][N:38]([C:13]2[C:7]3[C:6]4[CH:1]=[CH:2][CH:3]=[CH:4][C:5]=4[S:19][C:8]=3[S:9][C:10]3[CH:18]=[CH:17][CH:16]=[CH:15][C:11]=3[N:12]=2)[CH2:37][CH2:36]1. Procedure: In the same manner as in Example 80 and using [1]benzothieno[2,3-b][1,5]benzothiazepin-12(11H)-one (500 mg), phosphorus oxychloride (6.3 g), N,N-dimethylaniline (109 mg) and 1-methylpiperazine (5 ml), 12-(4-methylpiperazin-1-yl)-[1]benzothieno[2,3-b][1,5]benzothiazepine (278 mg) was obtained. Starting materials: FC1=CC=C(C=C1)S(=O)(=O)NCC(C)C (4-fluoro-N-isobutyl-benzenesulfonamide), N1CCNCC1 (piperazine). Solvent: O (water). Conditions: temperature 150 celsius. Yields the product C(C(C)C)NS(=O)(=O)C1=CC=C(C=C1)N1CCNCC1 (N-isobutyl-4-piperazin-1-yl-benzenesulfonamide). The yield is 89.5%. As a reaction SMILES: F[C:2]1[CH:7]=[CH:6][C:5]([S:8]([NH:11][CH2:12][CH:13]([CH3:15])[CH3:14])(=[O:10])=[O:9])=[CH:4][CH:3]=1.[NH:16]1[CH2:21][CH2:20][NH:19][CH2:18][CH2:17]1>O>[CH2:12]([NH:11][S:8]([C:5]1[CH:6]=[CH:7][C:2]([N:16]2[CH2:21][CH2:20][NH:19][CH2:18][CH2:17]2)=[CH:3][CH:4]=1)(=[O:10])=[O:9])[CH:13]([CH3:15])[CH3:14]. Procedure: A microwave vial was charged with 4-fluoro-N-isobutyl-benzenesulfonamide (1.0 g, 4.32 mmol), piperazine (1.86 g, 21.60 mmol) and water (20 mL) and heated at 150° C. for 1 hour using a microwave reactor. The solid from the reaction mixture was collected by filtration, washed with water and dried to give N-isobutyl-4-piperazin-1-yl-benzenesulfonamide (1.15 g, 90%). 1H NMR (300 MHz, CDCl3) δ 7.70 (d, J=9.0 Hz, 2H), 6.90 (d, J=9.0 Hz, 2H), 4.33 (t, J=6.5 Hz, 1H), 3.32-3.25 (m, 4H), 3.05-2.99 (m, 4H)... The reactants are C(C)(C)(C)NS(=O)(=O)C1=C(C=CC(=C1)NC(=O)OC)C(=O)N(C)C (N-tert.-butyl-2-dimethylaminocarbonyl-5-methoxycarbonylamino-benzenesulfonamide). Run in FC(C(=O)O)(F)F (trifluoroacetic acid). Yields the product CN(C(=O)C1=C(C=C(C=C1)NC(=O)OC)S(=O)(=O)N)C (2-Dimethylaminocarbonyl-5-methoxycarbonylamino-benzenesulfonamide). The yield is 112.2%. RXN SMILES: C([NH:5][S:6]([C:9]1[CH:14]=[C:13]([NH:15][C:16]([O:18][CH3:19])=[O:17])[CH:12]=[CH:11][C:10]=1[C:20]([N:22]([CH3:24])[CH3:23])=[O:21])(=[O:8])=[O:7])(C)(C)C>FC(F)(F)C(O)=O>[CH3:24][N:22]([CH3:23])[C:20]([C:10]1[CH:11]=[CH:12][C:13]([NH:15][C:16]([O:18][CH3:19])=[O:17])=[CH:14][C:9]=1[S:6]([NH2:5])(=[O:8])=[O:7])=[O:21]. Procedure: 1.48 g of N-tert.-butyl-2-dimethylaminocarbonyl-5-methoxycarbonylamino-benzenesulfonamide (Example f) are stirred in 25 ml of trifluoroacetic acid for 18 hours. After the acid has been distilled off, the residue is suspended in toluene. Renewed concentration gives 1.40 g of the sulfonamide; m.p.: 75-77° C.